From a dataset of the Open Reaction Database (ORD), a public repository of structured organic reaction records. describe an organic reaction: reactants, conditions, products, and yield Starting materials: C(O)CN (ethanolamine), CCN(C(C)C)C(C)C (DIPEA), [N+](=O)([O-])C1=CC=C(CBr)C=C1 (4-nitrobenzyl bromide). Solvent: C(Cl)Cl (DCM). Product: [N+](=O)([O-])C1=CC=C(CNCCO)C=C1 (2-((4-Nitrobenzyl)amino)ethanol), solid. Yield: 61.0%. As a reaction SMILES: [CH2:1]([CH2:3][NH2:4])[OH:2].CCN(C(C)C)C(C)C.[N+:14]([C:17]1[CH:24]=[CH:23][C:20]([CH2:21]Br)=[CH:19][CH:18]=1)([O-:16])=[O:15]>C(Cl)Cl>[N+:14]([C:17]1[CH:24]=[CH:23][C:20]([CH2:21][NH:4][CH2:3][CH2:1][OH:2])=[CH:19][CH:18]=1)([O-:16])=[O:15]. Procedure: A solution of ethanolamine (10.05 mL, 166.6 mmol), DIPEA (5.08 mL, 29.2 mmol) and 4-nitrobenzyl bromide (6.00 g, 27.8 mmol) in DCM (50 mL) was stirred at room temperature for 4 hours. The volatiles were removed in vacuo and the resulting residue partitioned between water and EtOAc. The aqueous phase was separated and extracted with EtOAc (3×30 mL). The combined organic fractions were washed with brine, dried (Na2SO4), filtered and concentrated in vacuo to give the title compound A68 as a light y... Starting materials: BrCP(OC(C)C)(OC(C)C)=O (diisopropyl bromomethylphosphonate), C(C)(=S)[O-].[K+] (potassium thioacetate). The reagents and catalysts are [I-].C(CCC)[N+](CCCC)(CCCC)CCCC (tetrabutylammonium iodide). Run in CN(C=O)C (N,N-dimethylformamide). Run at temperature 85 celsius, time 2.5 hour. Yields the product C(C)(SCP(=O)(OC(C)C)OC(C)C)=O (S-(diisopropoxyphosphoryl)methyl ethanethioate). Reaction SMILES: Br[CH2:2][P:3](=[O:12])([O:8][CH:9]([CH3:11])[CH3:10])[O:4][CH:5]([CH3:7])[CH3:6].[C:13]([O-:16])(=[S:15])[CH3:14].[K+]>CN(C)C=O.[I-].C([N+](CCCC)(CCCC)CCCC)CCC>[C:13](=[O:16])([S:15][CH2:2][P:3]([O:8][CH:9]([CH3:11])[CH3:10])([O:4][CH:5]([CH3:7])[CH3:6])=[O:12])[CH3:14] |f:1.2,4.5|. Procedure details: To a stirred solution of diisopropyl bromomethylphosphonate (5.00 g, 19.3 mmol) in N,N-dimethylformamide (15.4 mL) was added potassium thioacetate (3.75 g, 32.8 mmol) followed by tetrabutylammonium iodide (0.36 g, 0.97 mmol). The reaction mixture was stirred at 85° C. for 2.5 hours. The reaction mixture was cooled and partitioned between water and EtOAc (3×) and the layers were separated. The combined organic layers were dried over Na2SO4, filtered and the filtrate was concentrated under reduced... Run in C(Cl)Cl (DCM). Product: CS(=O)(=O)NC(C1=NC=C(C=C1)C1=C(N=C2N1N=CC=C2N2CCOCC2)C#CC2=NC1=CC=CC=C1C=C2)=O (N-(Methylsulfonyl)-5-(8-morpholino-2-(quinolin-2-ylethynyl)imidazo[1,2-b]pyridazin-3-yl)picolinamide). As a reaction SMILES: [O:1]1[CH2:6][CH2:5][N:4]([C:7]2[C:8]3[N:9]([C:13]([C:28]4[CH:29]=[CH:30][C:31]([C:34](O)=[O:35])=[N:32][CH:33]=4)=[C:14]([C:16]#[C:17][C:18]4[CH:27]=[CH:26][C:25]5[C:20](=[CH:21][CH:22]=[CH:23][CH:24]=5)[N:19]=4)[N:15]=3)[N:10]=[CH:11][CH:12]=2)[CH2:3][CH2:2]1.[CH3:37][S:38]([NH2:41])(=[O:40])=[O:39].C1(N=C=NC2CCCCC2)CCCCC1>CN(C)C1C=CN=CC=1.C(Cl)Cl>[CH3:37][S:38]([NH:41][C:34](=[O:35])[C:31]1[CH:30]=[CH:29][C:28]([C:13]2[N:9]3[N:10]=[CH:11][CH:12]=[C:7]([N:4]4[CH2:5][CH2:6][O:1][CH2:2][CH2:3]4)[C:8]3=[N:15][C:14]=2[C:16]#[C:17][C:18]2[CH:27]=[CH:26][C:25]3[C:20](=[CH:21][CH:22]=[CH:23][CH:24]=3)[N:19]=2)=[CH:33][N:32]=1)(=[O:40])=[O:39]. Procedure: A solution of compound 40a (0.20 g, 0.42 mmol), methanesulfonamide (60 mg, 0.63 mmol), dicyclohexylcarbodiimide (90.0 mg, 0.44 mmol) and N,N-dimethylpyridin-4-amine (60.0 mg, 0.49 mmol) in DCM (5 mL) was stirred at rt overnight, then concentrated under reduced pressure. The residue obtained was purified by flash column chromatography on silica gel (MeOH/CH2Cl2 (1:20)) to obtain a solid, which was washed with methanol (10 mL) to yield the title compound 28 as a yellow solid. 1H-NMR (400 MHz, DMSO... Reagents/catalysts: CN(C1=CC=NC=C1)C (N,N-dimethylpyridin-4-amine). Reactants: O1CCN(CC1)C=1C=2N(N=CC1)C(=C(N2)C#CC2=NC1=CC=CC=C1C=C2)C=2C=CC(=NC2)C(=O)O (5-(8-Morpholino-2-(quinolin-2-ylethynyl)imidazo[1,2-b]pyridazin-3-yl)picolinic acid), CS(=O)(=O)N (methanesulfonamide), C1(CCCCC1)N=C=NC1CCCCC1 (dicyclohexylcarbodiimide). The reactants are [N+](=O)([O-])C1=CC=C(C=C1)N1C(=CC2=CC=CC=C12)C (1-(4-nitrophenyl)-2-methylindol), C(=O)[O-].[NH4+] (ammonium formate). Reagents/catalysts: [Pd] (Pd—C). Run in CCO (EtOH), CCOC(=O)C (EtOAc). Conditions: time 2 hour. Yields the product NC1=CC=C(C=C1)N1C(=CC2=CC=CC=C12)C (1-(4-aminophenyl)-2-methylindol). Isolated yield 82.5%. As a reaction SMILES: [N+:1]([C:4]1[CH:9]=[CH:8][C:7]([N:10]2[C:18]3[C:13](=[CH:14][CH:15]=[CH:16][CH:17]=3)[CH:12]=[C:11]2[CH3:19])=[CH:6][CH:5]=1)([O-])=O.C([O-])=O.[NH4+]>CCO.CCOC(C)=O.[Pd]>[NH2:1][C:4]1[CH:9]=[CH:8][C:7]([N:10]2[C:18]3[C:13](=[CH:14][CH:15]=[CH:16][CH:17]=3)[CH:12]=[C:11]2[CH3:19])=[CH:6][CH:5]=1 |f:1.2|. Procedure details: To a stirred suspension of the above nitro compound ( 300 mg, 1.2 mmol) in EtOH (25 mL) and EtOAc (5 mL) was added solid ammonium formate (750 mg, 11.9 mmol) followed by 10% Pd—C (50 mg). The mixture was stirred for 2 h at room temperature, and then filtered through a short pad of diatomaceous earth and washed with EtOH/EtOAc. The filtrate was concentrated to give 1-(4-aminophenyl)-2-methylindol (0.22 g). The reactants are S(=O)(Cl)Cl (thionyl chloride), ClC1=C(SC=C1C)C1(CCCC1)C(=O)O (1-(3-chloro-4-methyl-2-thienyl)cyclopentanecarboxylic acid). Run in CN(C)C=O (DMF). Reaction conditions: temperature 75 celsius, time 30 minute. Yields the product ClC1=C(SC=C1C)C1(CCCC1)C(=O)Cl (1-(3-chloro-4-methyl-2-thienyl)cyclopentanecarbonyl chloride). As a reaction SMILES: S(Cl)([Cl:3])=O.[Cl:5][C:6]1[C:10]([CH3:11])=[CH:9][S:8][C:7]=1[C:12]1([C:17]([OH:19])=O)[CH2:16][CH2:15][CH2:14][CH2:13]1>CN(C=O)C>[Cl:5][C:6]1[C:10]([CH3:11])=[CH:9][S:8][C:7]=1[C:12]1([C:17]([Cl:3])=[O:19])[CH2:16][CH2:15][CH2:14][CH2:13]1. Reported procedure: DMF (a catalytic amount) was added to a thionyl chloride (15 ml) solution of 1-(3-chloro-4-methyl-2-thienyl)cyclopentanecarboxylic acid (1.59 g), followed by stirring at 75° C. for 30 minutes. The reaction solution was subjected to evaporation under reduced pressure to obtain 1-(3-chloro-4-methyl-2-thienyl)cyclopentanecarbonyl chloride. A THF (20 ml) solution of 1-(3-chloro-4-methyl-2-thienyl)cyclopentanecarbonyl chloride was added dropwise to a THF (20 ml) solution of hydrazine monohydrate (12.... The reactants are ClC=1C=C2C=3C(=C(NC3C1)C(=O)O)CCC2 (7-chloro-1,3,4,5-tetrahydrobenz[cd]indole-2-carboxylic acid), S(=O)(Cl)Cl (thionyl chloride), CO (MeOH), S(=O)(Cl)Cl (thionyl chloride). The product is ClC=1C=C2C=3C(=C(NC3C1)C(=O)OC)CCC2 (Methyl 7-chloro-1,3,4,5-tetrahydrobenz[cd]indole-2-carboxylate). Yield: 37.0%. Reaction SMILES: [Cl:1][C:2]1[CH:3]=[C:4]2[CH2:16][CH2:15][CH2:14][C:6]3=[C:7]([C:11]([OH:13])=[O:12])[NH:8][C:9]([CH:10]=1)=[C:5]23.S(Cl)(Cl)=O.[CH3:21]O>>[Cl:1][C:2]1[CH:3]=[C:4]2[CH2:16][CH2:15][CH2:14][C:6]3=[C:7]([C:11]([O:13][CH3:21])=[O:12])[NH:8][C:9]([CH:10]=1)=[C:5]23. Reported procedure: To a solution of 7-chloro-1,3,4,5-tetrahydrobenz[cd]indole-2-carboxylic acid (8 g) in MeOH (100 mL) was added thionyl chloride (6.2 mL) at 0° C. The mixture was refluxed for 13 h, while thionyl chloride (10 mL×4) was added during the reflux. The resulting mixture was concentrated and the residue was purified by silica gel column chromatography with 15:1~1:1 hexane/ethyl acetate to give 2.47 g of the title compound (37%): 1H NMR (CDCl3) δ8.52 (bs, 1H), 7.15 (d, 1H, J=1.5 Hz), 6.84 (d, 1H, J=1.5 H... Starting materials: NC1=C(C(=O)NC)C=C(C=C1)F (2-amino-5-fluoro-N-methylbenzamide), NC1=C2C(C(=CNC2=C(C=C1)[C@@H]1CC[C@H](CC1)C(=O)OCC)C)=O (ethyl trans-4-(5-amino-3-methyl-4-oxo-1,4-dihydroquinolin-8-yl)cyclohexanecarboxylate), ( 100/40 ), ClC1=NC(=NC=C1C(F)(F)F)NC1=C(C=C(CP(OCC)(OCC)=O)C=C1)OC (diethyl (4-{[4-chloro-5-(trifluoromethyl)pyrimidin-2-yl]amino}-3-methoxybenzyl)phosphonate), NC1=C2C(C(=CNC2=C(C=C1)[C@@H]1CC[C@H](CC1)C(=O)OCC)C)=O (ethyl trans-4-(5-amino-3-methyl-4-oxo-1,4-dihydroquinolin-8-yl)cyclohexanecarboxylate). Yields the product C(C)OP(=O)(OCC)CC1=CC(=C(C=C1)NC1=NC=C(C(=N1)NC1=C2C(C(=CNC2=C(C=C1)[C@@H]1CC[C@H](CC1)C(=O)OCC)C)=O)C(F)(F)F)OC (Ethyl trans-4-(5-{[2-({4-[(diethoxyphosphoryl)methyl]-2-methoxyphenyl}amino)-5-(trifluoromethyl)pyrimidin-4-yl]amino}-3-methyl-4-oxo-1,4-dihydroquinolin-8-yl)cyclohexanecarboxylate). As a reaction SMILES: NC1C=CC(F)=CC=1C(NC)=O.Cl[C:14]1[C:19]([C:20]([F:23])([F:22])[F:21])=[CH:18][N:17]=[C:16]([NH:24][C:25]2[CH:39]=[CH:38][C:28]([CH2:29][P:30](=[O:37])([O:34][CH2:35][CH3:36])[O:31][CH2:32][CH3:33])=[CH:27][C:26]=2[O:40][CH3:41])[N:15]=1.[NH2:42][C:43]1[CH:52]=[CH:51][C:50]([C@H:53]2[CH2:58][CH2:57][C@H:56]([C:59]([O:61][CH2:62][CH3:63])=[O:60])[CH2:55][CH2:54]2)=[C:49]2[C:44]=1[C:45](=[O:65])[C:46]([CH3:64])=[CH:47][NH:48]2>>[CH2:32]([O:31][P:30]([CH2:29][C:28]1[CH:38]=[CH:39][C:25]([NH:24][C:16]2[N:15]=[C:14]([NH:42][C:43]3[CH:52]=[CH:51][C:50]([C@H:53]4[CH2:54][CH2:55][C@H:56]([C:59]([O:61][CH2:62][CH3:63])=[O:60])[CH2:57][CH2:58]4)=[C:49]4[C:44]=3[C:45](=[O:65])[C:46]([CH3:64])=[CH:47][NH:48]4)[C:19]([C:20]([F:23])([F:22])[F:21])=[CH:18][N:17]=2)=[C:26]([O:40][CH3:41])[CH:27]=1)([O:34][CH2:35][CH3:36])=[O:37])[CH3:33]. Procedure details: The title compound was prepared according to Compound 102A using diethyl (4-{[4-chloro-5-(trifluoromethyl)pyrimidin-2-yl]amino}-3-methoxybenzyl)phosphonate (233.0 mg, 0.44 mmol) and ethyl trans-4-(5-amino-3-methyl-4-oxo-1,4-dihydroquinolin-8-yl)cyclohexanecarboxylate (Compound 304A, 172.0 mg, 0.52 mmol). 1H NMR (400 MHz, MeOD) δ ppm 1.26-1.35 (m, 9H) 1.69-1.94 (m, 6 H) 2.14 (s, 3 H) 2.31 (d, J=13.64 Hz, 2 H) 2.83 (br. s., 1 H) 2.97-3.06 (m, 1 H) 3.33 (s, 1 H) 3.39 (s, 1 H) 3.91 (s, 3 H) 4.10 (qu... Reaction conditions: time 15 minute. Yields the product C(CC=C)OC1=CC=C(C=C1)S(=O)(=O)N(CC(=O)NO)CC1=CC=C(C=C1)N1C=NC=C1 (2-[(4-but-3-enyloxy-benzenesulfonyl)-(4-imidazol-1-yl-benzyl)-amino]-N-hydroxy-acetamide). Starting materials: C(CC=C)OC1=CC=C(C=C1)S(=O)(=O)N(CC(=O)NOC(C)(C)OC)CC1=CC=C(C=C1)N1C=NC=C1 (2-[(4-but-3-enyloxy-benzenesulfonyl)-(4-imidazol-1-yl-benzyl)-amino]-N-(1-methoxy-1-methyl-ethoxy)-acetamide), Cl (hydrochloride), C(=O)(O)[O-].[Na+] (NaHCO3). Reaction SMILES: [CH2:1]([O:5][C:6]1[CH:11]=[CH:10][C:9]([S:12]([N:15]([CH2:26][C:27]2[CH:32]=[CH:31][C:30]([N:33]3[CH:37]=[CH:36][N:35]=[CH:34]3)=[CH:29][CH:28]=2)[CH2:16][C:17]([NH:19][O:20]C(OC)(C)C)=[O:18])(=[O:14])=[O:13])=[CH:8][CH:7]=1)[CH2:2][CH:3]=[CH2:4].Cl.C([O-])(O)=O.[Na+]>>[CH2:1]([O:5][C:6]1[CH:7]=[CH:8][C:9]([S:12]([N:15]([CH2:26][C:27]2[CH:28]=[CH:29][C:30]([N:33]3[CH:37]=[CH:36][N:35]=[CH:34]3)=[CH:31][CH:32]=2)[CH2:16][C:17]([NH:19][OH:20])=[O:18])(=[O:13])=[O:14])=[CH:10][CH:11]=1)[CH2:2][CH:3]=[CH2:4] |f:2.3|. Procedure: To a solution of 0.39 g (0.74 mmol) of 2-[(4-but-3-enyloxy-benzenesulfonyl)-(4-imidazol-1-yl-benzyl)-amino]-N-(1-methoxy-1-methyl-ethoxy)-acetamide (stage 80.4), 2.46 ml of 6 N aqueous hydrochloride is added at r.t. After being stirred for 15 min, the reaction mixture is neutralized with sat. NaHCO3 and extracted with AcOEt. The combined extracts are washed with brine, dried over MgSO4 and concentrated under reduced pressure to give 2-[(4-but-3-enyloxy-benzenesulfonyl)-(4-imidazol-1-yl-benzyl)-a...